This data is from the Open Reaction Database (ORD), a public repository of structured organic reaction records. The task is: describe an organic reaction: reactants, conditions, products, and yield Starting materials: COC(=O)C1=CC=C(CN2C=CC3=C(C=CC=C23)CC2C(NC(S2)=O)=O)C=C1 (5-[1-(4-methoxycarbonylbenzyl)indol-4-yl]methyl-2,4-thiazolidinedione), O.[OH-].[Li+] (lithium hydroxide monohydrate), O1CCCC1 (tetrahydrofuran), O (water). Solvent: CO (methanol). Reaction conditions: temperature 60 celsius, time 2 hour. Product: C(=O)=C1CC=C(CN2C=CC3=C(C=CC=C23)CC2C(NC(S2)=O)=O)C=C1 (5-[1-(4-carbonylbenzyl)indol-4-yl]methyl-2,4-thiazolidinedione). Isolated yield 83.3%. As a reaction SMILES: C[O:2][C:3]([C:5]1[CH:28]=[CH:27][C:8]([CH2:9][N:10]2[C:18]3[C:13](=[C:14]([CH2:19][CH:20]4[S:24][C:23](=[O:25])[NH:22][C:21]4=[O:26])[CH:15]=[CH:16][CH:17]=3)[CH:12]=[CH:11]2)=[CH:7][CH:6]=1)=O.O.[OH-].[Li+].O1CCCC1.O>CO>[C:3](=[C:5]1[CH:6]=[CH:7][C:8]([CH2:9][N:10]2[C:18]3[C:13](=[C:14]([CH2:19][CH:20]4[S:24][C:23](=[O:25])[NH:22][C:21]4=[O:26])[CH:15]=[CH:16][CH:17]=3)[CH:12]=[CH:11]2)=[CH:27][CH2:28]1)=[O:2] |f:1.2.3|. Reported procedure: To a mixture of 2.00 g of 5-[1-(4-methoxycarbonylbenzyl)indol-4-yl]methyl-2,4-thiazolidinedione prepared in Example 9 and 0.43 g of lithium hydroxide monohydrate, there were, in order, added 40 ml of tetrahydrofuran, 40 ml of water and 20 ml of methanol and the resulting mixture was stirred at 60° C. for 2 hours. After concentrating the reaction solution to about 40 ml, the concentrate was neutralized with a 10% citric acid aqueous solution, followed by extraction with dichloromethane (100 ml×3)... The reactants are CC1=CC=C(C=C1)C1=C(C=CC=C1)C#C (4-methyl-2'-ethynyl-1,1'-biphenyl), C[Si](C)(C)N=[N+]=[N-] (trimethylsilyl azide). Product: CC1=CC=C(C=C1)C1=C(C=CC=C1)C=1N=NNC1 (4-Methyl-2'-(1H-1,2,3-triazol-4-yl)-1,1'-biphenyl). Isolated yield 44.0%. As a reaction SMILES: [CH3:1][C:2]1[CH:7]=[CH:6][C:5]([C:8]2[CH:13]=[CH:12][CH:11]=[CH:10][C:9]=2[C:14]#[CH:15])=[CH:4][CH:3]=1.C[Si]([N:20]=[N+:21]=[N-:22])(C)C>>[CH3:1][C:2]1[CH:7]=[CH:6][C:5]([C:8]2[CH:13]=[CH:12][CH:11]=[CH:10][C:9]=2[C:14]2[N:20]=[N:21][NH:22][CH:15]=2)=[CH:4][CH:3]=1. Reported procedure: A solution of 2.52 g (13.1 mmol) of 4-methyl-2'-ethynyl-1,1'-biphenyl in 18 mL of trimethylsilyl azide under a nitrogen atmosphere was heated at 120° C. for 72 hours. The volume was reduced by distillation at atmosphere pressure. The residue was dissolved in methylene chloride. The organic layer was washed with water (3×) dried over magnesium sulfate, filtered and evaporated under vacuum to yield 3.1 g of crude product which was purified over silica gel, eluting with hexane/ethyl acetate (3:1) t... Starting materials: [OH-].[K+] (potassium hydroxide), O.O.O.[Br-].[Na+] (sodium bromide trihydrate), COC([C@@H](NC(C1=CC=CC=C1)(C1=CC=CC=C1)C1=CC=CC=C1)CC1=CNC=N1)=O (triphenylmethylhistidine methyl ester). The solvent is C(C)(=O)OCC (ethyl acetate), O1CCOCC1 (dioxane), C(C)(=O)OCC.C(C)O (ethyl acetate ethanol). Conditions: time 15 minute. Yields the product C1(=CC=CC=C1)C(C1=CC=CC=C1)(C1=CC=CC=C1)N[C@@H](CC1=CNC=N1)C(=O)O (triphenylmethylhistidine). Yield: 33.0%. RXN SMILES: C[O:2][C:3](=[O:31])[C@H:4]([CH2:25][C:26]1[N:30]=[CH:29][NH:28][CH:27]=1)[NH:5][C:6]([C:19]1[CH:24]=[CH:23][CH:22]=[CH:21][CH:20]=1)([C:13]1[CH:18]=[CH:17][CH:16]=[CH:15][CH:14]=1)[C:7]1[CH:12]=[CH:11][CH:10]=[CH:9][CH:8]=1.O.O.O.[Br-].[Na+].[OH-].[K+]>O1CCOCC1.C(OCC)(=O)C.C(OCC)(=O)C.C(O)C>[C:7]1([C:6]([NH:5][C@H:4]([C:3]([OH:31])=[O:2])[CH2:25][C:26]2[N:30]=[CH:29][NH:28][CH:27]=2)([C:19]2[CH:24]=[CH:23][CH:22]=[CH:21][CH:20]=2)[C:13]2[CH:18]=[CH:17][CH:16]=[CH:15][CH:14]=2)[CH:12]=[CH:11][CH:10]=[CH:9][CH:8]=1 |f:1.2.3.4.5,6.7,10.11|. Reported procedure: 40 mg of L-Nα -[(2S)-3-isopropylthio-2-(1-naphthylmethyl)propionyl]-Nim triphenylmethylhistidine methyl ester was dissolved in 0.6 ml of dioxane. 0.3 ml of a 37 mg/ml sodium bromide trihydrate aqueous solution was added thereto at room temperature. The reaction solution was stirred at room temperature for 15 minutes, and then diluted with 20 ml of ethyl acetate. The reaction solution was washed with 8 ml of water and then with 8 ml of a saturated sodium chloride aqueous solution and dried over a... Starting materials: ClC=1C2=C(N=CN1)NC=C2SC (4-chloro-5-methylsulfanyl-7H-pyrrolo[2,3-d]pyrimidine), NC=1C=C(C=CC1)C#C (m-aminophenyl acetylene). Run in CO (methanol). Conditions: temperature 125 celsius. Yields the product C(#C)C=1C=C(C=CC1)NC=1C2=C(N=CN1)NC=C2SC ((3-Ethynyl-phenyl)-(5-methylsulfanyl-7H-pyrrolo[2,3-d]pyrimidin-4-yl)-amine). The yield is 27.1%. As a reaction SMILES: Cl[C:2]1[C:3]2[C:10]([S:11][CH3:12])=[CH:9][NH:8][C:4]=2[N:5]=[CH:6][N:7]=1.[NH2:13][C:14]1[CH:15]=[C:16]([C:20]#[CH:21])[CH:17]=[CH:18][CH:19]=1>CO>[C:20]([C:16]1[CH:15]=[C:14]([NH:13][C:2]2[C:3]3[C:10]([S:11][CH3:12])=[CH:9][NH:8][C:4]=3[N:5]=[CH:6][N:7]=2)[CH:19]=[CH:18][CH:17]=1)#[CH:21]. Procedure details: To 4-chloro-5-methylsulfanyl-7H-pyrrolo[2,3-d]pyrimidine (150 mg, 0.75 mmol) in dry methanol (2 ml) was added m-aminophenyl acetylene (110 mg, 0.90 mmol). The solution was heated in a sealed pressure tube at 125° C. for 5.5 hours. The reaction mixture was cooled to ambient temperature, filtered with a small amount of methanol and dried in vacuo to afford the title compound as a tan powder (57 mg, 27%). TS-MS: 281 (MH+); anal. RP18-HPLC RT:4.74 min. The reactants are C(C)(=O)O[C@@H]1CN(CC[C@H]1OC1=CC(=C(C=C1)C)C)C(=O)OCC1=CC=CC=C1 (trans-3-acetoxy-4-(3,4-dimethyl-phenoxy)-1-carbobenzyloxy-piperidine). Reagents/catalysts: [Pd] (palladium-on-charcoal). Run in CO (methanol). Yields the product C(C)(=O)O[C@@H]1CNCC[C@H]1OC1=CC(=C(C=C1)C)C (trans-3-acetoxy-4-(3,4-dimethylphenoxy)-piperidine). RXN SMILES: [C:1]([O:4][C@H:5]1[C@H:10]([O:11][C:12]2[CH:17]=[CH:16][C:15]([CH3:18])=[C:14]([CH3:19])[CH:13]=2)[CH2:9][CH2:8][N:7](C(OCC2C=CC=CC=2)=O)[CH2:6]1)(=[O:3])[CH3:2]>CO.[Pd]>[C:1]([O:4][C@H:5]1[C@H:10]([O:11][C:12]2[CH:17]=[CH:16][C:15]([CH3:18])=[C:14]([CH3:19])[CH:13]=2)[CH2:9][CH2:8][NH:7][CH2:6]1)(=[O:3])[CH3:2]. Reported procedure: 16.0 g (0.04 mol) of trans-3-acetoxy-4-(3,4-dimethyl-phenoxy)-1-carbobenzyloxy-piperidine are dissolved in 400 ml of methanol and hydrogenated in the presence of 1.5 g of a 5% strength palladium-on-charcoal catalyst under normal pressure. After the reaction has ended, the catalyst is filtered off by means of a layer of diatomaceous earth and the filtrate is evaporated under a water pump vacuum, whereupon trans-3-acetoxy-4-(3,4-dimethylphenoxy)-piperidine is obtained in the form of a yellow oil. ... Starting materials: O=C([O-])[O-], c1ccc2c(c1)CCNCC2, CC#N, N#Cc1cccnc1Cl, Cl, [K+], [K+]. The product is N#Cc1cccnc1N1CCc2ccccc2CC1. Reaction SMILES: [C:22](=[O:23])([O-:24])[O-:25].[CH2:11]1[CH2:12][NH:13][CH2:14][CH2:15][c:16]2[c:17]1[cH:18][cH:19][cH:20][cH:21]2.[CH3:28][C:29]#[N:30].[Cl:1][c:2]1[c:3]([C:4]#[N:5])[cH:6][cH:7][cH:8][n:9]1.[ClH:10].[K+:26].[K+:27]>>[c:2]1([N:13]2[CH2:12][CH2:11][c:17]3[c:16]([cH:21][cH:20][cH:19][cH:18]3)[CH2:15][CH2:14]2)[c:3]([C:4]#[N:5])[cH:6][cH:7][cH:8][n:9]1. Reactants: C(C)OC(C(C(=O)OCC)CCC#N)=O (2-(2-Cyanoethyl)malonic acid diethyl ester), [H-].[Na+] (sodium hydride), ClC1=NC=C(C=C1C)[N+](=O)[O-] (2-Chloro-3-methyl-5-nitropyridine). Run in O1CCCC1 (tetrahydrofuran), O1CCCC1 (tetrahydrofuran). Yields the product CC=1C(=NC=C(C1)[N+](=O)[O-])C(CCC#N)(C(=O)OCC)C(=O)OCC (4-(3-methyl-5-nitropyrid-2-yl)-4,4-bis(carbethoxy)-butyronitrile). Yield: 48.9%. Reaction SMILES: [CH2:1]([O:3][C:4](=[O:15])[CH:5]([CH2:11][CH2:12][C:13]#[N:14])[C:6]([O:8][CH2:9][CH3:10])=[O:7])[CH3:2].[H-].[Na+].Cl[C:19]1[C:24]([CH3:25])=[CH:23][C:22]([N+:26]([O-:28])=[O:27])=[CH:21][N:20]=1>O1CCCC1>[CH3:25][C:24]1[C:19]([C:5]([C:4]([O:3][CH2:1][CH3:2])=[O:15])([C:6]([O:8][CH2:9][CH3:10])=[O:7])[CH2:11][CH2:12][C:13]#[N:14])=[N:20][CH:21]=[C:22]([N+:26]([O-:28])=[O:27])[CH:23]=1 |f:1.2|. Reported procedure: 2-(2-Cyanoethyl)malonic acid diethyl ester (148.3 g) was reacted with sodium hydride (15.3 g) in tetrahydrofuran at 20° C. 2-Chloro-3-methyl-5-nitropyridine (100 g) was added and the internal temperature was raised to 100° C. (some tetrahydrofuran was distilled off) over 14 hrs. The reaction mixture was partitioned between water and chloroform, the chloroform extract was dried, treated with charcoal and filtered through a silica bed and then evaporated to dryness. Crystallisation of the residue ...